This data is from the Open Reaction Database (ORD), a public repository of structured organic reaction records. The task is: describe an organic reaction: reactants, conditions, products, and yield RXN SMILES: [ClH:1].[N:2]12[CH2:11][CH:6]3[CH2:7][CH:8]([CH2:10][CH:4]([C@H:5]3[NH2:12])[CH2:3]1)[CH2:9]2.[CH:13]1[C:22]2[C:17](=[CH:18][CH:19]=[CH:20][CH:21]=2)[CH:16]=[CH:15][C:14]=1[C:23](O)=[O:24].N>>[ClH:1].[N:2]12[CH2:11][CH:6]3[CH2:7][CH:8]([CH2:10][CH:4]([C@H:5]3[NH:12][C:23]([C:14]3[CH:15]=[CH:16][C:17]4[C:22](=[CH:21][CH:20]=[CH:19][CH:18]=4)[CH:13]=3)=[O:24])[CH2:3]1)[CH2:9]2 |f:0.1,4.5|. Yields the product Cl.N12CC3[C@H](C(CC(C1)C3)C2)NC(=O)C2=CC3=CC=CC=C3C=C2 (2-Naphthoic acid (4r)-(1-azatricyclo[3.3.1.13,7]dec-4-yl)-amide hydrochloride). The reactants are Cl.N12CC3[C@H](C(CC(C1)C3)C2)N ((4r)-1-azatricyclo[3.3.1.13,7]dec-4-ylamine hydrochloride), C1=C(C=CC2=CC=CC=C12)C(=O)O (2-naphthoic acid), N (NH3). Procedure: Prepared from (4r)-1-azatricyclo[3.3.1.13,7]dec-4-ylamine hydrochloride and 2-naphthoic acid according to methods A and C. 1H NMR (300 MHz, methanol-d4) δ ppm 2.08-2.34 (m, 5H), 2.51 (s, 2H), 3.42-3.64 (m, 4H), 3.88 (d, J=12.5 Hz, 2H), 4.33 (s, 1H), 7.51-7.67 (m, 2H), 7.85-8.07 (m, 4H), 8.46 (s, 1H). MS (DCI/NH3) m/z 308. Anal. Calculated for C20H22N2O.HCl: C, 70.06; H, 6.76; N, 9.14. Found: C, 69.72; H, 6.58; N, 8.03. Reactants: O1CCCC1 (tetrahydrofuran), [OH-].[Na+] (sodium hydroxide), FC=1C=C(C[C@H]2N(CCC2)C[C@H](CO[C@H](C)C2=C(C=CC=C2)/C=C/C(=O)OC)O)C=CC1C (methyl (2E)-3-{2-[(1R)-1-({(2R)-3-[(2S)-2-(3-fluoro-4-methylbenzyl)pyrrolidin-1-yl]-2-hydroxypropyl}oxy)ethyl]phenyl}prop-2-enoate), Example 1 ( 1f ). Run in CO (methanol). Run at time 16 hour. The product is FC=1C=C(C[C@H]2N(CCC2)C[C@H](CO[C@H](C)C2=C(C=CC=C2)/C=C/C(=O)O)O)C=CC1C ((2E)-3-{2-[(1R)-1-({(2R)-3-[(2S)-2-(3-Fluoro-4-methylbenzyl)pyrrolidin-1-yl]-2-hydroxypropyl}oxy)ethyl]phenyl}prop-2-enoic acid). Isolated yield 67.0%. As a reaction SMILES: [OH-].[Na+].[F:3][C:4]1[CH:5]=[C:6]([CH:32]=[CH:33][C:34]=1[CH3:35])[CH2:7][C@@H:8]1[CH2:12][CH2:11][CH2:10][N:9]1[CH2:13][C@@H:14]([OH:31])[CH2:15][O:16][C@@H:17]([C:19]1[CH:24]=[CH:23][CH:22]=[CH:21][C:20]=1/[CH:25]=[CH:26]/[C:27]([O:29]C)=[O:28])[CH3:18].O1CCCC1>CO>[F:3][C:4]1[CH:5]=[C:6]([CH:32]=[CH:33][C:34]=1[CH3:35])[CH2:7][C@@H:8]1[CH2:12][CH2:11][CH2:10][N:9]1[CH2:13][C@@H:14]([OH:31])[CH2:15][O:16][C@@H:17]([C:19]1[CH:24]=[CH:23][CH:22]=[CH:21][C:20]=1/[CH:25]=[CH:26]/[C:27]([OH:29])=[O:28])[CH3:18] |f:0.1|. Reported procedure: 2 N aqueous sodium hydroxide solution (0.36 mL, 0.72 mmol) was added to a solution of methyl (2E)-3-{2-[(1R)-1-({(2R)-3-[(2S)-2-(3-fluoro-4-methylbenzyl)pyrrolidin-1-yl]-2-hydroxypropyl}oxy)ethyl]phenyl}prop-2-enoate (111 mg, 0.24 mmol), which had been obtained in Example 1 (1f), in mixture of tetrahydrofuran (0.72 mL) and methanol (0.72 mL), and stirred at room temperature for 16 hours. The reaction solution was concentrated under reduced pressure. The residue was added with water (10 mL), subs... Reactants: COC(\C(=C(/C(=O)OC)\C(C)C)\CC1=CC=C(C=C1)O)=O (2-(4-hydroxybenzyl)-3-isopropylmaleic acid dimethyl ester), C([O-])([O-])=O.[K+].[K+] (potassium carbonate), BrCC(=O)OC (methyl bromoacetate), C1(=CC=CC=C1)C.C(C)(=O)OCC (toluene ethyl acetate). The solvent is C1(=CC=CC=C1)C (toluene), O (water). Yields the product COC(\C(=C(/C(=O)OC)\CC1=CC=C(C=C1)OCC(=O)OC)\C(C)C)=O (2-Isopropyl-3-[4-(2-methoxy-2-oxoethoxy)benzyl]maleic acid dimethyl ester). Yield: 82.1%. RXN SMILES: [CH3:1][O:2][C:3](=[O:21])/[C:4](/[CH2:13][C:14]1[CH:19]=[CH:18][C:17]([OH:20])=[CH:16][CH:15]=1)=[C:5](/[CH:10]([CH3:12])[CH3:11])\[C:6]([O:8][CH3:9])=[O:7].C(=O)([O-])[O-].[K+].[K+].Br[CH2:29][C:30]([O:32][CH3:33])=[O:31].C1(C)C=CC=CC=1.C(OCC)(=O)C>C1(C)C=CC=CC=1.O>[CH3:9][O:8][C:6](=[O:7])/[C:5](/[CH:10]([CH3:11])[CH3:12])=[C:4](/[CH2:13][C:14]1[CH:15]=[CH:16][C:17]([O:20][CH2:29][C:30]([O:32][CH3:33])=[O:31])=[CH:18][CH:19]=1)\[C:3]([O:2][CH3:1])=[O:21] |f:1.2.3,5.6|. Procedure: To a solution of 2-(4-hydroxybenzyl)-3-isopropylmaleic acid dimethyl ester (44.1 mg, 0.151 mmol) in (880 μL) were added potassium carbonate (34.7 mg, 0.251 mmol) and methyl bromoacetate (138.4 mg, 0.904 mmol) with stirring at room temperature. After stirring at room temperature for 20 h, the reaction mixture was diluted with toluene and water to separate the phases. The aqueous layer was extracted again with toluene, and the combined organic layer was concentrated under reduced pressure and the ... Starting materials: Cl (HCl), ClC=1C=C2CCC(C2=CC1)=O (5-chloroindan-1-one), [OH-].[Na+] (NaOH), [BH4-].[Na+] (sodium borohydride). Solvent: C1CCOC1 (THF), O (water). Run at temperature 2.5 celsius, time 8 hour. The product is OC1CCC2=CC(=CC=C12)Cl (1-Hydroxy-5-chloroindane). Isolated yield 83.0%. Reaction SMILES: [Cl:1][C:2]1[CH:3]=[C:4]2[C:8](=[CH:9][CH:10]=1)[C:7](=[O:11])[CH2:6][CH2:5]2.[OH-].[Na+].[BH4-].[Na+].Cl>O.C1COCC1>[OH:11][CH:7]1[C:8]2[C:4](=[CH:3][C:2]([Cl:1])=[CH:10][CH:9]=2)[CH2:5][CH2:6]1 |f:1.2,3.4|. Procedure details: A mixture of 2.5 g of 5-chloroindan-1-one and 30 ml of THF is cooled to 0-5° C., 2.5 ml of concentrated NaOH solution and then, in portions, 0.88 g of sodium borohydride are added and the reaction mixture is stirred overnight at RT. It is poured into 100 ml of water, the mixture is acidified to pH 2 by the addition of concentrated HCl solution, extracted with AcOEt, the organic phase is washed with saturated NaCl solution and dried over Na2SO4 and the solvent is evaporated off under vacuum. The ... The reactants are N#CC1CC2(c3ccccc3)C(=O)C=CC1N2Cc1ccccc1, CO, [OH-], [OH-], [Pd+2]. Yields the product N#CC1CC2(c3ccccc3)C(=O)CCC1N2Cc1ccccc1. As a reaction SMILES: [CH2:1]([c:2]1[cH:3][cH:4][cH:5][cH:6][cH:7]1)[N:8]1[C:9]2([c:19]3[cH:20][cH:21][cH:22][cH:23][cH:24]3)[C:10](=[O:18])[CH:11]=[CH:12][CH:13]1[CH:14]([C:16]#[N:17])[CH2:15]2.[CH3:25][OH:26].[OH-:27].[OH-:29].[Pd+2:28]>>[CH2:1]([c:2]1[cH:3][cH:4][cH:5][cH:6][cH:7]1)[N:8]1[C:9]2([c:19]3[cH:20][cH:21][cH:22][cH:23][cH:24]3)[C:10](=[O:18])[CH2:11][CH2:12][CH:13]1[CH:14]([C:16]#[N:17])[CH2:15]2. Conditions: time 3 hour. Product: C(C)C(CC)C1=CC=CC=2N(C(N(C21)CC(=O)OC(C)C)=O)C(=O)OC(C)(C)C (tert-butyl 4-(1-ethylpropyl)-3-(2-isopropoxy-2-oxoethyl)-2-oxo-2,3-dihydro-1H-benzimidazole-1-carboxylate). Procedure details: To a suspension of tert-butyl 4-(1-ethylpropyl)-2-oxo-2,3-dihydro-1H-benzimidazole-1-carboxylate (23.2 g, 76.2 mmol) in N,N-dimethylformamide (120 mL) was added potassium carbonate (11.6 g, 83.9 mmol) and isopropyl bromoacetate (10.9 mL, 83.9 mmol), and the mixture was stirred at room temperature for 3 hours. The reaction mixture was diluted with water (200 ml) and extracted with ethyl acetate (200 mL). The organic layer was washed with water (100 mL×2) and brine (100 mL), dried over anhydrous s... The reactants are C([O-])([O-])=O.[K+].[K+] (potassium carbonate), BrCC(=O)OC(C)C (isopropyl bromoacetate), C(C)C(CC)C1=CC=CC=2N(C(NC21)=O)C(=O)OC(C)(C)C (tert-butyl 4-(1-ethylpropyl)-2-oxo-2,3-dihydro-1H-benzimidazole-1-carboxylate). As a reaction SMILES: [CH2:1]([CH:3]([C:6]1[C:14]2[NH:13][C:12](=[O:15])[N:11]([C:16]([O:18][C:19]([CH3:22])([CH3:21])[CH3:20])=[O:17])[C:10]=2[CH:9]=[CH:8][CH:7]=1)[CH2:4][CH3:5])[CH3:2].C(=O)([O-])[O-].[K+].[K+].Br[CH2:30][C:31]([O:33][CH:34]([CH3:36])[CH3:35])=[O:32]>CN(C)C=O.O>[CH2:1]([CH:3]([C:6]1[C:14]2[N:13]([CH2:30][C:31]([O:33][CH:34]([CH3:36])[CH3:35])=[O:32])[C:12](=[O:15])[N:11]([C:16]([O:18][C:19]([CH3:20])([CH3:22])[CH3:21])=[O:17])[C:10]=2[CH:9]=[CH:8][CH:7]=1)[CH2:4][CH3:5])[CH3:2] |f:1.2.3|. Run in O (water), CN(C=O)C (N,N-dimethylformamide). The reactants are NC=1SC=C(N1)CC (2-Amino-4-ethylthiazole), C(C)OC=C(C(=O)OCC)C(=O)OCC (diethyl ethoxymethylenemalonate). Yields the product C(=O)(OCC)C(=CNC=1SC=C(N1)CC)C(=O)OCC (2-(2,2-dicarbethoxyethenylamino)-4-ethylthiazole). Reaction SMILES: [NH2:1][C:2]1[S:3][CH:4]=[C:5]([CH2:7][CH3:8])[N:6]=1.C(O[CH:12]=[C:13]([C:19]([O:21][CH2:22][CH3:23])=[O:20])[C:14]([O:16][CH2:17][CH3:18])=[O:15])C>>[C:19]([C:13]([C:14]([O:16][CH2:17][CH3:18])=[O:15])=[CH:12][NH:1][C:2]1[S:3][CH:4]=[C:5]([CH2:7][CH3:8])[N:6]=1)([O:21][CH2:22][CH3:23])=[O:20]. Reported procedure: 2-Amino-4-ethylthiazole (20.5 g., 0.16 mole) and diethyl ethoxymethylenemalonate (35 g., 0.17 mole) were combined and heated on a steam bath for 2 hours. 2-(2,2-dicarbethoxyethenylamino)-4-ethylthiazole was obtained as an oil on cooling, and was used directly in the next step. (Rf 0.75 on silica gel thin layer chromatography with chloroform/1% ethanol as eluant.) The reactants are ClC=1C=C(CNN)C=CC1C(F)(F)F (3-chloro-4-trifluoromethylbenzylhydrazine), C(C)OC(C=C(OCC)N)=O (β-amino-β-ethoxyacrylic acid ethyl ester), C1(=CC=C(C=C1)S(=O)(=O)O)C (p-toluenesulphonic acid). The solvent is C(C)O (ethanol). RXN SMILES: [Cl:1][C:2]1[CH:3]=[C:4]([CH:8]=[CH:9][C:10]=1[C:11]([F:14])([F:13])[F:12])[CH2:5][NH:6][NH2:7].C([O:17][C:18](=O)[CH:19]=[C:20]([NH2:24])OCC)C.C1(C)C=CC(S(O)(=O)=O)=CC=1>C(O)C>[NH2:24][C:20]1[NH:7][N:6]([CH2:5][C:4]2[CH:8]=[CH:9][C:10]([C:11]([F:12])([F:13])[F:14])=[C:2]([Cl:1])[CH:3]=2)[C:18](=[O:17])[CH:19]=1. The product is NC=1NN(C(C1)=O)CC1=CC(=C(C=C1)C(F)(F)F)Cl (3-Amino-1-(3-chloro-4-trifluoromethylbenzyl)-pyrazol-5-one). Conditions: time 8 hour. Procedure details: 33 g of 3-chloro-4-trifluoromethylbenzylhydrazine were added dropwise, under nitrogen, to a solution of 23.5 g of β-amino-β-ethoxyacrylic acid ethyl ester and a pinch of p-toluenesulphonic acid in 100 ml of ethanol. After stirring overnight, the product which had precipitated was filtered off and recrystallised from ethanol. Melting point: 83°, 24 g (56%). Starting materials: COC1=C(C=CC(=C1)O)C1=NC2=NC=NC=C2N1 (8-(2'-methoxy-4'-hydroxy-phenyl)-purine), CS(=O)(=O)Cl (methanesulfonic acid chloride). The product is COC1=C(C=CC(=C1)OS(=O)(=O)C)C1=NC2=NC=NC=C2N1 (8-(2'-Methoxy-4'-methanesulfonyloxy-phenyl)-purine). As a reaction SMILES: [CH3:1][O:2][C:3]1[CH:8]=[C:7]([OH:9])[CH:6]=[CH:5][C:4]=1[C:10]1[NH:18][C:17]2[C:12](=[N:13][CH:14]=[N:15][CH:16]=2)[N:11]=1.[CH3:19][S:20](Cl)(=[O:22])=[O:21]>>[CH3:1][O:2][C:3]1[CH:8]=[C:7]([O:9][S:20]([CH3:19])(=[O:22])=[O:21])[CH:6]=[CH:5][C:4]=1[C:10]1[NH:18][C:17]2[C:12](=[N:13][CH:14]=[N:15][CH:16]=2)[N:11]=1. Reported procedure: Prepared analogously to Example 1 from 8-(2'-methoxy-4'-hydroxy-phenyl)-purine and methanesulfonic acid chloride. Starting materials: Cl.ClC1=NC=NC2=CC(=C(C=C12)OC)OC (4-chloro-6,7-dimethoxyquinazoline hydrochloride), ClC1=C(C=C(N)C=C1)O (4-chloro-3-hydroxyaniline). Solvent: C(C)(C)O (isopropanol). Product: Cl.ClC1=C(C=C(NC2=NC=NC3=CC(=C(C=C23)OC)OC)C=C1)O (4-(4-chloro-3-hydroxyanilino)-6,7-dimethoxyquinazoline hydrochloride). The yield is 85.8%. Reaction SMILES: Cl.[Cl:2][C:3]1[C:12]2[C:7](=[CH:8][C:9]([O:15][CH3:16])=[C:10]([O:13][CH3:14])[CH:11]=2)[N:6]=[CH:5][N:4]=1.[Cl:17][C:18]1[CH:24]=[CH:23][C:21]([NH2:22])=[CH:20][C:19]=1[OH:25]>C(O)(C)C>[ClH:2].[Cl:17][C:18]1[CH:24]=[CH:23][C:21]([NH:22][C:3]2[C:12]3[C:7](=[CH:8][C:9]([O:15][CH3:16])=[C:10]([O:13][CH3:14])[CH:11]=3)[N:6]=[CH:5][N:4]=2)=[CH:20][C:19]=1[OH:25] |f:0.1,4.5|. Procedure details: A mixture of 4-chloro-6,7-dimethoxyquinazoline hydrochloride (500 mg, 1.916 mmol), (prepared as described for the starting material in Example 2), and 4-chloro-3-hydroxyaniline (300 mg, 2.09 mmol), (as described in UK patent 1427658), in isopropanol (10 ml) was heated at reflux for 2 hours. The mixture was allowed to cool, the solid product collected by filtration, washed with isopropanol and dried to give 4-(4-chloro-3-hydroxyanilino)-6,7-dimethoxyquinazoline hydrochloride (605 mg, 86%). m.p. >...